describe an organic reaction: reactants, conditions, products, and yield From a dataset of the Open Reaction Database (ORD), a public repository of structured organic reaction records. Reactants: CCOC(=O)c1c(C(F)(F)F)noc1C, [Na+], C1CCOC1, [OH-], O. Yields the product Cc1onc(C(F)(F)F)c1C(=O)O. As a reaction SMILES: [CH2:1]([CH3:2])[O:3][C:4](=[O:5])[c:6]1[c:7]([C:12]([F:13])([F:14])[F:15])[n:8][o:9][c:10]1[CH3:11].[Na+:17].[O:19]1[CH2:20][CH2:21][CH2:22][CH2:23]1.[OH-:16].[OH2:18]>>[O:3]=[C:4]([OH:5])[c:6]1[c:7]([C:12]([F:13])([F:14])[F:15])[n:8][o:9][c:10]1[CH3:11].